From a dataset of the Open Reaction Database (ORD), a public repository of structured organic reaction records. describe an organic reaction: reactants, conditions, products, and yield The reactants are C(C)OC(=O)C=1C(=C2C(=C(N1)C1=CC=CC=C1)ON=C2C2=CC=CC=C2)O (4-hydroxy-3,7-diphenyl-isoxazolo[5,4-c]pyridine-5-carboxylic acid ethyl ester), NCC(=O)O (glycine), solution, C[O-].[Na+] (sodium methoxide). Solvent: CO (methanol). Yields the product OC1=C2C(=C(N=C1C(=O)NCC(=O)O)C1=CC=CC=C1)ON=C2C2=CC=CC=C2 ([(4-Hydroxy-3,7-diphenyl-isoxazolo[5,4-c]pyridine-5-carbonyl)-amino]-acetic acid). Isolated yield 85.6%. Reaction SMILES: C(O[C:4]([C:6]1[C:7]([OH:27])=[C:8]2[C:20]([C:21]3[CH:26]=[CH:25][CH:24]=[CH:23][CH:22]=3)=[N:19][O:18][C:9]2=[C:10]([C:12]2[CH:17]=[CH:16][CH:15]=[CH:14][CH:13]=2)[N:11]=1)=[O:5])C.[NH2:28][CH2:29][C:30]([OH:32])=[O:31].C[O-].[Na+]>CO>[OH:27][C:7]1[C:6]([C:4]([NH:28][CH2:29][C:30]([OH:32])=[O:31])=[O:5])=[N:11][C:10]([C:12]2[CH:17]=[CH:16][CH:15]=[CH:14][CH:13]=2)=[C:9]2[O:18][N:19]=[C:20]([C:21]3[CH:22]=[CH:23][CH:24]=[CH:25][CH:26]=3)[C:8]=12 |f:2.3|. Procedure details: A mixture of 4-hydroxy-3,7-diphenyl-isoxazolo[5,4-c]pyridine-5-carboxylic acid ethyl ester (86 mg, 0.24 mmol), glycine (360 mg, 4.79 mmol), and a 0.5 M solution of sodium methoxide in methanol (9.1 ml) was refluxed for three days before it was cooled to room temperature and concentrated in vacuo. The residue was dissolved in water (20 ml) and the resulting solution extracted with methyl t-butyl ether (3×25 ml). The remaining aqueous layer was acidified to pH=3 with 1N HCl. The resulting precipit... Starting materials: CCC(CC)C(=O)N1CCC2(CC1)NC(Cc1ccccc1)C(=O)N2Cc1ccccc1, C[Si](C)(C)Cl, CCCCCC, CCC(C)=O, O. Product: CCC(CC)C(=O)N1CCC2(CC1)NC(Cc1ccccc1)C(=O)N2Cc1ccccc1, Cl. As a reaction SMILES: [CH2:1]([c:2]1[cH:3][cH:4][cH:5][cH:6][cH:7]1)[N:8]1[C:9](=[O:32])[CH:10]([CH2:25][c:26]2[cH:27][cH:28][cH:29][cH:30][cH:31]2)[NH:11][C:12]12[CH2:13][CH2:14][N:15]([C:18]([CH:19]([CH2:20][CH3:21])[CH2:22][CH3:23])=[O:24])[CH2:16][CH2:17]2.[CH3:34][Si:35]([CH3:36])([CH3:37])[Cl:38].[CH3:39][CH2:40][CH2:41][CH2:42][CH2:43][CH3:44].[CH3:45][C:46]([CH2:47][CH3:48])=[O:49].[OH2:33]>>[CH2:1]([c:2]1[cH:3][cH:4][cH:5][cH:6][cH:7]1)[N:8]1[C:9](=[O:32])[CH:10]([CH2:25][c:26]2[cH:27][cH:28][cH:29][cH:30][cH:31]2)[NH:11][C:12]12[CH2:13][CH2:14][N:15]([C:18]([CH:19]([CH2:20][CH3:21])[CH2:22][CH3:23])=[O:24])[CH2:16][CH2:17]2.[ClH:38]. The product is O=C(O)CCC(=O)c1ccc(NC(=O)c2ccccc2)cc1. Reaction SMILES: [C:1]([c:2]1[cH:3][cH:4][cH:5][cH:6][cH:7]1)(=[O:8])[Cl:9].[NH2:10][c:11]1[cH:12][cH:13][c:14]([C:17]([CH2:18][CH2:19][C:20](=[O:21])[OH:22])=[O:23])[cH:15][cH:16]1>>[C:1]([c:2]1[cH:3][cH:4][cH:5][cH:6][cH:7]1)(=[O:8])[NH:10][c:11]1[cH:12][cH:13][c:14]([C:17]([CH2:18][CH2:19][C:20](=[O:21])[OH:22])=[O:23])[cH:15][cH:16]1. Reactants: O=C(Cl)c1ccccc1, Nc1ccc(C(=O)CCC(=O)O)cc1. The reactants are CS(=O)(=O)OCCn1ncc2c1CCCC2NC(=O)OCc1ccccc1, CS(C)=O, N#C[Na], O. Product: N#CCCn1ncc2c1CCCC2NC(=O)OCc1ccccc1. As a reaction SMILES: [CH2:1]([c:2]1[cH:3][cH:4][cH:5][cH:6][cH:7]1)[O:8][C:9](=[O:10])[NH:11][CH:12]1[c:13]2[cH:14][n:15][n:16]([CH2:21][CH2:22][O:23][S:24]([CH3:25])(=[O:26])=[O:27])[c:17]2[CH2:18][CH2:19][CH2:20]1.[CH3:32][S:33](=[O:34])[CH3:35].[Na:28][C:29]#[N:30].[OH2:31]>>[CH2:1]([c:2]1[cH:3][cH:4][cH:5][cH:6][cH:7]1)[O:8][C:9](=[O:10])[NH:11][CH:12]1[c:13]2[cH:14][n:15][n:16]([CH2:21][CH2:22][C:29]#[N:30])[c:17]2[CH2:18][CH2:19][CH2:20]1. Starting materials: C(C1=CC=CC=C1)OC1=C(C=2COC3=CC(=CC=C3C2)OCC2=CC=CC=C2)C=CC(=C1)OCOC (2′,7-dibenzyloxy-4′-methoxymethyloxy-isoflav-3-ene), O (water), Br.C1(=CC=CC=C1)P(C1=CC=CC=C1)C1=CC=CC=C1 (triphenyl phosphine hydrobromide). Solvent: C(C)#N (acetonitrile). Reaction conditions: temperature 50 celsius. The product is C(C1=CC=CC=C1)OC1=C(C=2COC3=CC(=CC=C3C2)OCC2=CC=CC=C2)C=CC(=C1)O (2′,7-Dibenzyloxy-4′hydroxy-isoflav-3-ene). Isolated yield 85.7%. As a reaction SMILES: [CH2:1]([O:8][C:9]1[CH:32]=[C:31]([O:33]COC)[CH:30]=[CH:29][C:10]=1[C:11]1[CH2:12][O:13][C:14]2[C:19]([CH:20]=1)=[CH:18][CH:17]=[C:16]([O:21][CH2:22][C:23]1[CH:28]=[CH:27][CH:26]=[CH:25][CH:24]=1)[CH:15]=2)[C:2]1[CH:7]=[CH:6][CH:5]=[CH:4][CH:3]=1.O.Br.C1(P(C2C=CC=CC=2)C2C=CC=CC=2)C=CC=CC=1>C(#N)C>[CH2:1]([O:8][C:9]1[CH:32]=[C:31]([OH:33])[CH:30]=[CH:29][C:10]=1[C:11]1[CH2:12][O:13][C:14]2[C:19]([CH:20]=1)=[CH:18][CH:17]=[C:16]([O:21][CH2:22][C:23]1[CH:28]=[CH:27][CH:26]=[CH:25][CH:24]=1)[CH:15]=2)[C:2]1[CH:3]=[CH:4][CH:5]=[CH:6][CH:7]=1 |f:2.3|. Reported procedure: To a solution of 2′,7-dibenzyloxy-4′-methoxymethyloxy-isoflav-3-ene (0.480 g, 1 mmol) in acetonitrile:water (20 mL:1 mL) was added triphenyl phosphine hydrobromide (0.788 g, 2 mmol). The reaction was heated to 50° C. for ca. 2 hrs. After disappearance of the starting material (TLC), the solvent was evaporated at 20° C. The residue was extracted with EtOAc:water (3×10 mL:10 mL). The organic layers were combined, dried and evaporated. The residue was chromatographed over silica using hexanes:EtOAc... Starting materials: Cl.COC([C@H](N)CC1=CNC2=CC=CC=C12)=O (D-tryptophan methyl ester hydrochloride), BrC1=CC=C(C=C1)S(=O)(=O)Cl (4-bromobenzene sulfonyl chloride), Cl (HCl). The solvent is N1=CC=CC=C1 (pyridine). Run at time 8 hour. The product is COC([C@@H](CC1=CNC2=CC=CC=C12)NS(=O)(=O)C1=CC=C(C=C1)Br)=O (2(R)-[(4-bromobenzenesulfonyl)amino]-3-(3-indolyl)-propanoic acid methyl ester). RXN SMILES: Cl.[CH3:2][O:3][C:4](=[O:17])[C@@H:5]([CH2:7][C:8]1[C:16]2[C:11](=[CH:12][CH:13]=[CH:14][CH:15]=2)[NH:10][CH:9]=1)[NH2:6].[Br:18][C:19]1[CH:24]=[CH:23][C:22]([S:25](Cl)(=[O:27])=[O:26])=[CH:21][CH:20]=1.Cl>N1C=CC=CC=1>[CH3:2][O:3][C:4](=[O:17])[C@H:5]([NH:6][S:25]([C:22]1[CH:23]=[CH:24][C:19]([Br:18])=[CH:20][CH:21]=1)(=[O:27])=[O:26])[CH2:7][C:8]1[C:16]2[C:11](=[CH:12][CH:13]=[CH:14][CH:15]=2)[NH:10][CH:9]=1 |f:0.1|. Procedure details: To 1 g (3.9 mmol) of D-tryptophan methyl ester hydrochloride in 12 mL of pyridine at ambient temperature is added 1 g (3.9 mmol) of 4-bromobenzene sulfonyl chloride. The yellow mixture is allowed to stir overnight. It is then poured into aqueous 10% HCl and extracted with several portions of ethyl acetate. The combined organic phases are washed with aqueous 10% HCl, water, and brine, and dried over sodium sulfate. The solution is decolorized with activated charcoal, and concentrated to 1.1 g (65... Reactants: ClCCl, CC(C)(C)OC(=O)N1CCCC1C(=O)NCc1cc(Cl)ccc1CN1CC(O)C1, O=C(O)C(F)(F)F. Product: O=C(NCc1cc(Cl)ccc1CN1CC(O)C1)C1CCCN1. Reaction SMILES: [Cl:37][CH2:38][Cl:39].[Cl:8][c:9]1[cH:10][cH:11][c:12]([CH2:31][N:32]2[CH2:33][CH:34]([OH:36])[CH2:35]2)[c:13]([CH2:14][NH:15][C:16]([CH:17]2[N:18]([C:22]([O:23][C:24]([CH3:25])([CH3:26])[CH3:27])=[O:28])[CH2:19][CH2:20][CH2:21]2)=[O:29])[cH:30]1.[F:1][C:2]([F:3])([F:4])[C:5]([OH:6])=[O:7]>>[Cl:8][c:9]1[cH:10][cH:11][c:12]([CH2:31][N:32]2[CH2:33][CH:34]([OH:36])[CH2:35]2)[c:13]([CH2:14][NH:15][C:16]([CH:17]2[NH:18][CH2:19][CH2:20][CH2:21]2)=[O:29])[cH:30]1. Starting materials: NC=1C=C(C(=CC1)OC)OC (4-aminoveratrole), [Br-].[Br-].[Br-].C(CCC)[N+](CCCC)(CCCC)CCCC.C(CCC)[N+](CCCC)(CCCC)CCCC.C(CCC)[N+](CCCC)(CCCC)CCCC (Tetrabutylammonium tribromide). Solvent: ClCCl (dichloromethane), CO (methanol). Run at time 20 minute. Yields the product BrC1=C(N)C=C(C(=C1)OC)OC (2-bromo-4,5-dimethoxy-aniline). Yield: 52.7%. RXN SMILES: [NH2:1][C:2]1[CH:3]=[C:4]([O:10][CH3:11])[C:5]([O:8][CH3:9])=[CH:6][CH:7]=1.[Br-:12].[Br-].[Br-].C([N+](CCCC)(CCCC)CCCC)CCC.C([N+](CCCC)(CCCC)CCCC)CCC.C([N+](CCCC)(CCCC)CCCC)CCC>ClCCl.CO>[Br:12][C:7]1[CH:6]=[C:5]([O:8][CH3:9])[C:4]([O:10][CH3:11])=[CH:3][C:2]=1[NH2:1] |f:1.2.3.4.5.6|. Procedure: Following the procedure reported in JACS 1996, 118, 1028-1030, 4-aminoveratrole (3.06 g, 20.0 mmol) was dissolved in a mixture of dichloromethane (80 ml) and methanol (40 ml) at room temperature. Tetrabutylammonium tribromide (1.15 eq, 11.09 g) was added and the mixture was allowed to stir for 20 minutes. The mixture was extracted with saturated aqueous sodium sulfite solution. The organic layer was washed with water, dried over anhydrous sodium sulfate, filtered and concentrated in vacuo. The r... Reactants: C1CCOC1, COC(=O)CCc1ccc2c(c1)NC(=O)C1CCCC21, CO, [Na+], [OH-], O=S(=O)(O)O. The product is O=C(O)CCc1ccc2c(c1)NC(=O)C1CCCC21. As a reaction SMILES: [CH2:28]1[O:29][CH2:30][CH2:31][CH2:32]1.[CH3:1][O:2][C:3](=[O:4])[CH2:5][CH2:6][c:7]1[cH:8][cH:9][c:10]2[c:15]([cH:16]1)[NH:14][C:13](=[O:17])[CH:12]1[CH:11]2[CH2:20][CH2:19][CH2:18]1.[CH3:33][OH:34].[Na+:22].[OH-:21].[S:23](=[O:24])(=[O:25])([OH:26])[OH:27]>>[O:2]=[C:3]([OH:4])[CH2:5][CH2:6][c:7]1[cH:8][cH:9][c:10]2[c:15]([cH:16]1)[NH:14][C:13](=[O:17])[CH:12]1[CH:11]2[CH2:20][CH2:19][CH2:18]1. Reactants: O.O.O.O.O.O.O.O.O.O.S(=O)(=O)([O-])[O-].[Na+].[Na+] (Sodium sulfate decahydrate), CC(C(=O)OC)(C)C=1C=CC=C2C=CC(=NC12)C (methyl 2-methyl-2-(2-methylquinolin-8-yl)propanoate), [H-].[H-].[H-].[H-].[Li+].[Al+3] (LAH). The solvent is C1CCOC1 (THF), C1CCOC1 (THF). Conditions: temperature 0 celsius, time 6 hour. Yields the product CC(CO)(C)C=1C=CC=C2C=CC(=NC12)C (2-methyl-2-(2-methylquinolin-8-yl)propan-1-ol). The yield is 86.8%. Reaction SMILES: [CH3:1][C:2]([C:8]1[CH:9]=[CH:10][CH:11]=[C:12]2[C:17]=1[N:16]=[C:15]([CH3:18])[CH:14]=[CH:13]2)([CH3:7])[C:3](OC)=[O:4].[H-].[H-].[H-].[H-].[Li+].[Al+3].O.O.O.O.O.O.O.O.O.O.S([O-])([O-])(=O)=O.[Na+].[Na+]>C1COCC1>[CH3:7][C:2]([C:8]1[CH:9]=[CH:10][CH:11]=[C:12]2[C:17]=1[N:16]=[C:15]([CH3:18])[CH:14]=[CH:13]2)([CH3:1])[CH2:3][OH:4] |f:1.2.3.4.5.6,7.8.9.10.11.12.13.14.15.16.17.18.19|. Procedure: To a solution of methyl 2-methyl-2-(2-methylquinolin-8-yl)propanoate (0.57 g, 2.3 mmol) in THF (10 mL) was added 1 N LAH (5.9 mL, 5.9 mmol) in THF at 0° C. and stirred at 0° C. for 6 hours. Sodium sulfate decahydrate (2.0 g) was added and the reaction mixture was stirred at ambient temperature for 30 minutes. The solid was removed by filtration and washed with ethyl acetate (30 mL). The filtrate was concentrated under reduced pressure and the residue was purified by flash chromatography on silic...